This data is from the Open Reaction Database (ORD), a public repository of structured organic reaction records. The task is: describe an organic reaction: reactants, conditions, products, and yield Starting materials: CCOP(=O)(CC#N)OCC, Cn1cc2c3c(ccc2n1)CCC3=O, [H-], [Na+], C1CCOC1, O. The product is Cn1cc2c3c(ccc2n1)CCC3=CC#N. As a reaction SMILES: [C:3](#[N:4])[CH2:5][P:6](=[O:7])([O:8][CH2:9][CH3:10])[O:11][CH2:12][CH3:13].[CH3:14][n:15]1[n:16][c:17]2[cH:18][cH:19][c:20]3[c:21]([c:22]2[cH:23]1)[C:24](=[O:27])[CH2:25][CH2:26]3.[H-:1].[Na+:2].[O:28]1[CH2:29][CH2:30][CH2:31][CH2:32]1.[OH2:33]>>[C:3](#[N:4])[CH:5]=[C:24]1[c:21]2[c:20]([cH:19][cH:18][c:17]3[n:16][n:15]([CH3:14])[cH:23][c:22]32)[CH2:26][CH2:25]1. The reactants are C(C)(C)(C)OC(=O)N1CC2=CC=C(C=C2C1)I (5-iodo-1,3-dihydro-isoindole-2-carboxylic acid tert-butyl ester), C(C)O (ethanol). Yields the product C(C)(C)(C)OC(=O)N1CC2=CC=C(C=C2C1)OCC (5-Ethoxy-1,3-dihydro-isoindole-2-carboxylic acid tert-butyl ester). As a reaction SMILES: [C:1]([O:5][C:6]([N:8]1[CH2:16][C:15]2[C:10](=[CH:11][CH:12]=[C:13](I)[CH:14]=2)[CH2:9]1)=[O:7])([CH3:4])([CH3:3])[CH3:2].[CH2:18]([OH:20])[CH3:19]>>[C:1]([O:5][C:6]([N:8]1[CH2:16][C:15]2[C:10](=[CH:11][CH:12]=[C:13]([O:20][CH2:18][CH3:19])[CH:14]=2)[CH2:9]1)=[O:7])([CH3:4])([CH3:3])[CH3:2]. Procedure details: Prepared in analogy to Example A6(a) from 5-iodo-1,3-dihydro-isoindole-2-carboxylic acid tert-butyl ester (Example A38(b)) and ethanol. Light brown solid. MS (m/e): 208.1 ([M+H−Me2C═CH2]+, 100%). Reactants: COc1ncc(C=O)cc1Br, CCOC(=O)c1cnc(OC)c(Br)c1, CC[BH-](CC)CC, C1CCOC1, [Li+]. The product is COc1ncc(CO)cc1Br. RXN SMILES: [Br:1][c:2]1[cH:3][c:4]([CH:10]=[O:11])[cH:5][n:6][c:7]1[O:8][CH3:9].[CH2:12]([O:13][C:14](=[O:15])[c:16]1[cH:17][c:18]([Br:19])[c:20]([O:21][CH3:22])[n:23][cH:24]1)[CH3:25].[CH2:26]([BH-:27]([CH2:28][CH3:29])[CH2:30][CH3:31])[CH3:32].[CH2:34]1[O:35][CH2:36][CH2:37][CH2:38]1.[Li+:33]>>[Br:1][c:2]1[cH:3][c:4]([CH2:10][OH:11])[cH:5][n:6][c:7]1[O:8][CH3:9]. Starting materials: NC1=C(C=C(C=C1)C1=NN(C2=NC=NC(=C21)N)[C@@H]2CC[C@H](CC2)N2CCN(CC2)C)OC (trans-3-(4-amino-3-methoxyphenyl)-1-[4-(4-methylpiperazino)cyclohexyl]-1H-pyrazolo[3,4-d]pyrimidin-4-amine), CC(C(=O)Cl)(CC1=CC=CC=C1)C (2,2-dimethyl-3-phenylpropanoyl chloride). The solvent is N1=CC=CC=C1 (pyridine). Reaction conditions: temperature 0 celsius, time 10 minute. Yields the product NC1=C2C(=NC=N1)N(N=C2C2=CC(=C(C=C2)NC(C(CC2=CC=CC=C2)(C)C)=O)OC)[C@@H]2CC[C@H](CC2)N2CCN(CC2)C (trans-N1-(4-{4-amino-1-[4-(4-methylpiperazino)cyclohexyl]-1H-pyrazolo[3,4-d]pyrimidin-3-yl}-2-methoxyphenyl)-2,2-dimethyl-3-phenylpropanamide). Yield: 58.8%. RXN SMILES: [NH2:1][C:2]1[CH:7]=[CH:6][C:5]([C:8]2[C:16]3[C:11](=[N:12][CH:13]=[N:14][C:15]=3[NH2:17])[N:10]([C@H:18]3[CH2:23][CH2:22][C@H:21]([N:24]4[CH2:29][CH2:28][N:27]([CH3:30])[CH2:26][CH2:25]4)[CH2:20][CH2:19]3)[N:9]=2)=[CH:4][C:3]=1[O:31][CH3:32].[CH3:33][C:34]([CH3:45])([CH2:38][C:39]1[CH:44]=[CH:43][CH:42]=[CH:41][CH:40]=1)[C:35](Cl)=[O:36]>N1C=CC=CC=1>[NH2:17][C:15]1[N:14]=[CH:13][N:12]=[C:11]2[N:10]([C@H:18]3[CH2:23][CH2:22][C@H:21]([N:24]4[CH2:25][CH2:26][N:27]([CH3:30])[CH2:28][CH2:29]4)[CH2:20][CH2:19]3)[N:9]=[C:8]([C:5]3[CH:6]=[CH:7][C:2]([NH:1][C:35](=[O:36])[C:34]([CH3:33])([CH3:45])[CH2:38][C:39]4[CH:44]=[CH:43][CH:42]=[CH:41][CH:40]=4)=[C:3]([O:31][CH3:32])[CH:4]=3)[C:16]=12. Reported procedure: A solution of trans-3-(4-amino-3-methoxyphenyl)-1-[4-(4-methylpiperazino)cyclohexyl]-1H-pyrazolo[3,4-d]pyrimidin-4-amine (0.250 g, 0.573 mmol) in pyridine (3 mL) at 0° C. was treated with 2,2-dimethyl-3-phenylpropanoyl chloride (0.304 g, 1.55 mmol). The reaction mixture was stirred for 10 min at 0° C. The ice bath was removed and the reaction mixture was stirred at room temperature for 5 h. Solvent was removed under reduced pressure to dryness. Dichloromethane (15 mL) and saturated sodium bicarb... Reactants: [H-].[Na+] (sodium hydride), OC(CC=1C=C(C=NC1)C1CCC(N1C)=O)(C#C)C (5-(2-Hydroxy-2-methyl-3-butynyl)-3-(1-methyl-5-pyrrolidin-2-onyl)pyridine), C1(=CC=CC=C1)C.CC(=O)C (toluene acetone). The solvent is C1(=CC=CC=C1)C (toluene). Conditions: temperature 25 celsius. Product: C(#C)C=1C=C(C=NC1)C1CCC(N1C)=O (5-ethynyl-3-(1-methyl-5-pyrrolidin-2-onyl)pyridine). Yield: 81.1%. Reaction SMILES: O[C:2](C)(C#C)[CH2:3][C:4]1[CH:5]=[C:6]([CH:10]2[N:14]([CH3:15])[C:13](=[O:16])[CH2:12][CH2:11]2)[CH:7]=[N:8][CH:9]=1.[H-].[Na+].C1(C)C=CC=CC=1.CC(C)=O>C1(C)C=CC=CC=1>[C:3]([C:4]1[CH:5]=[C:6]([CH:10]2[N:14]([CH3:15])[C:13](=[O:16])[CH2:12][CH2:11]2)[CH:7]=[N:8][CH:9]=1)#[CH:2] |f:1.2,3.4|. Procedure details: 5-(2-Hydroxy-2-methyl-3-butynyl)-3-(1-methyl-5-pyrrolidin-2-onyl)pyridine (200 mg, 0.77 mmol) was dissolved in toluene (20 mL) and catalytic sodium hydride (5 mg) was added. The solution was heated until several milliliters of toluene-acetone mixture were removed by distillation. The mixture was cooled to 25° C. and water (10 mL) and ethyl acetate (20 mL) were added. The organic phase was separated and the aqueous layer extracted with ethyl acetate (2×20 mL) and the combined organic extracts wer... The reactants are CC(C)CN(C(CCCCN)C(=O)O)S(=O)(=O)c1ccc([N+](=O)[O-])cc1, COc1ccc(C=CC(=O)O)cc1OC. Product: COc1ccc(C=CC(=O)NCCCCC(C(=O)O)N(CC(C)C)S(=O)(=O)c2ccc([N+](=O)[O-])cc2)cc1OC. As a reaction SMILES: [CH2:1]([CH:2]([CH3:3])[CH3:4])[N:5]([CH:6]([CH2:7][CH2:8][CH2:9][CH2:10][NH2:11])[C:12](=[O:13])[OH:14])[S:15](=[O:16])(=[O:17])[c:18]1[cH:19][cH:20][c:21]([N+:24](=[O:25])[O-:26])[cH:22][cH:23]1.[CH3:27][O:28][c:29]1[cH:30][c:31]([CH:32]=[CH:33][C:34](=[O:35])[OH:36])[cH:37][cH:38][c:39]1[O:40][CH3:41]>>[CH2:1]([CH:2]([CH3:3])[CH3:4])[N:5]([CH:6]([CH2:7][CH2:8][CH2:9][CH2:10][NH:11][C:34]([CH:33]=[CH:32][c:31]1[cH:30][c:29]([O:28][CH3:27])[c:39]([O:40][CH3:41])[cH:38][cH:37]1)=[O:35])[C:12](=[O:13])[OH:14])[S:15](=[O:16])(=[O:17])[c:18]1[cH:19][cH:20][c:21]([N+:24](=[O:25])[O-:26])[cH:22][cH:23]1. Yields the product C(C)(=O)NC1=CC=C2C(=CN(C2=C1)C)\C=C(\C(=O)C1=CC(=C(C(=C1)OC)OC)OC)/SCC(CO)O ((Z)-3-(6-Acetamido-1-methylindol-3-yl)-2-(2,3-dihydroxypropylthio)-1-(3,4,5-trimethoxyphenyl)-2-propen-1-one). Procedure: Compound 125 (300.0 mg) obtained in Example 125 was dissolved in a mixed solvent of N,N-dimethylformamide and tetrahydrofuran (1:1), and methyl iodide (93.6 mg) and then sodium hydride (26.4 mg, 60% mineral oil dispersion) were added thereto, followed by stirring for 1.5 hours. The reaction solution was subjected to partitioning between chloroform and water, and the organic layer was successively washed with water and a saturated saline, dried over anhydrous magnesium sulfate, and concentrated u... Reactants: C(C)(=O)NC1=CC=C2C(=CNC2=C1)\C=C(\C(=O)C1=CC(=C(C(=C1)OC)OC)OC)/SCC(CO)O ((Z)-3-(6-Acetamidoindol-3-yl)-2-(2,3-dihydroxypropylthio)-1-(3,4,5-trimethoxyphenyl)-2-propen-1-one), CI (methyl iodide), [H-].[Na+] (sodium hydride). The yield is 81.0%. Reaction conditions: time 1.5 hour. Solvent: CN(C=O)C (N,N-dimethylformamide), O1CCCC1 (tetrahydrofuran). Reaction SMILES: [C:1]([NH:4][C:5]1[CH:13]=[C:12]2[C:8]([C:9](/[CH:14]=[C:15](\[S:30][CH2:31][CH:32]([OH:35])[CH2:33][OH:34])/[C:16]([C:18]3[CH:23]=[C:22]([O:24][CH3:25])[C:21]([O:26][CH3:27])=[C:20]([O:28][CH3:29])[CH:19]=3)=[O:17])=[CH:10][NH:11]2)=[CH:7][CH:6]=1)(=[O:3])[CH3:2].[CH3:36]I.[H-].[Na+]>CN(C)C=O.O1CCCC1>[C:1]([NH:4][C:5]1[CH:13]=[C:12]2[C:8]([C:9](/[CH:14]=[C:15](\[S:30][CH2:31][CH:32]([OH:35])[CH2:33][OH:34])/[C:16]([C:18]3[CH:23]=[C:22]([O:24][CH3:25])[C:21]([O:26][CH3:27])=[C:20]([O:28][CH3:29])[CH:19]=3)=[O:17])=[CH:10][N:11]2[CH3:36])=[CH:7][CH:6]=1)(=[O:3])[CH3:2] |f:2.3|. The reactants are Cl.C(C)NC(=O)NC1=CC=C(C=C1)C=1N=C(C2=C(N1)CNCC2)N2CCOCC2 (1-ethyl-3-(4-(4-morpholino-5,6,7,8-tetrahydropyrido[3,4-d]pyrimidin-2-yl)phenyl)urea hydrochloride salt), ClC1=CC=C(C(=O)Cl)C=C1 (4-Chlorobenzoic acid chloride). The product is ClC1=CC=C(C(=O)N2CC=3N=C(N=C(C3CC2)N2CCOCC2)C2=CC=C(C=C2)NC(=O)NCC)C=C1 (1-(4-(7-(4-chlorobenzoyl)-4-morpholino-5,6,7,8-tetrahydropyrido[3,4-d]pyrimidin-2-yl)phenyl)-3-ethylurea). Reaction SMILES: Cl.[CH2:2]([NH:4][C:5]([NH:7][C:8]1[CH:13]=[CH:12][C:11]([C:14]2[N:15]=[C:16]([N:24]3[CH2:29][CH2:28][O:27][CH2:26][CH2:25]3)[C:17]3[CH2:23][CH2:22][NH:21][CH2:20][C:18]=3[N:19]=2)=[CH:10][CH:9]=1)=[O:6])[CH3:3].[Cl:30][C:31]1[CH:39]=[CH:38][C:34]([C:35](Cl)=[O:36])=[CH:33][CH:32]=1>>[Cl:30][C:31]1[CH:39]=[CH:38][C:34]([C:35]([N:21]2[CH2:22][CH2:23][C:17]3[C:16]([N:24]4[CH2:25][CH2:26][O:27][CH2:28][CH2:29]4)=[N:15][C:14]([C:11]4[CH:10]=[CH:9][C:8]([NH:7][C:5]([NH:4][CH2:2][CH3:3])=[O:6])=[CH:13][CH:12]=4)=[N:19][C:18]=3[CH2:20]2)=[O:36])=[CH:33][CH:32]=1 |f:0.1|. Reported procedure: The compound pa was prepared following the general procedure described in Example 5 by reacting 1-ethyl-3-(4-(4-morpholino-5,6,7,8-tetrahydropyrido[3,4-d]pyrimidin-2-yl)phenyl)urea hydrochloride salt with 4-Chlorobenzoic acid chloride: LC-MS m/z=521 (M+H). Reaction SMILES: [S:1]1[C:5]2[CH:6]=[CH:7][CH:8]=[CH:9][C:4]=2[N:3]=[C:2]1[C:10]([S:12][CH3:13])=S.[O:14]1[CH:19]=CSC=[N:15]1.Cl.NO>C(N(CC)CC)C>[S:1]1[C:5]2[CH:6]=[CH:7][CH:8]=[CH:9][C:4]=2[N:3]=[C:2]1[C:10]1[S:12][CH2:13][CH2:19][O:14][N:15]=1 |f:2.3|. The solvent is C(C)N(CC)CC (triethylamine). Reactants: S1C(=NC2=C1C=CC=C2)C(=S)SC (Methyl 2-benzothiazolecarbodithioate), O1N=CSC=C1 (1,4,2-oxathiazine), Cl.NO (hydroxylamine hydrochloride). Procedure: Methyl 2-benzothiazolecarbodithioate (37 g, 0.16 mol) was converted to 1,4,2-oxathiazine using hydroxylamine hydrochloride (13.2 g) and triethylamine (33 ml) as described in Example 4. The ethyl acetate extract of the product was washed successively with diluted hydrochloric acid (2N), water, 5% sodium hydroxide and water. Evaporation of the solvent left a solid residue which was recrystallized from ethanol/ethyl acetate to 5,6-dihydro-3-(2-benzothiazolyl)-1,4,2-oxathiazine (18.0 g, mp 150-151° ... The product is S1C(=NC2=C1C=CC=C2)C2=NOCCS2 (5.6-Dihydro-3-(2-Benzothiazolyl)-1.4.2-Oxathiazine). Reactants: C(C1=CC=CC=C1)(=O)C=1C=NC2=C(C=CC=C2C1C=1C=C(C=O)C=CC1)C(F)(F)F (3-[3-benzoyl-8-(trifluoromethyl)quinolin-4-yl]benzaldehyde), C(C)OC(C1=CC=C(C=C1)CN)=O (4-aminomethyl-benzoic acid ethyl ester). The product is C(C1=CC=CC=C1)(=O)C=1C=NC2=C(C=CC=C2C1C=1C=C(CNCC2=CC=C(C(=O)O)C=C2)C=CC1)C(F)(F)F (4-[({3-[3-BENZOYL-8-(TRIFLUOROMETHYL)QUINOLIN-4-YL]BENZYL}AMINO)METHYL]BENZOIC ACID). RXN SMILES: [C:1]([C:9]1[CH:10]=[N:11][C:12]2[C:17]([C:18]=1[C:19]1[CH:20]=[C:21]([CH:24]=[CH:25][CH:26]=1)[CH:22]=O)=[CH:16][CH:15]=[CH:14][C:13]=2[C:27]([F:30])([F:29])[F:28])(=[O:8])[C:2]1[CH:7]=[CH:6][CH:5]=[CH:4][CH:3]=1.C([O:33][C:34](=[O:43])[C:35]1[CH:40]=[CH:39][C:38]([CH2:41][NH2:42])=[CH:37][CH:36]=1)C>>[C:1]([C:9]1[CH:10]=[N:11][C:12]2[C:17]([C:18]=1[C:19]1[CH:20]=[C:21]([CH:24]=[CH:25][CH:26]=1)[CH2:22][NH:42][CH2:41][C:38]1[CH:37]=[CH:36][C:35]([C:34]([OH:33])=[O:43])=[CH:40][CH:39]=1)=[CH:16][CH:15]=[CH:14][C:13]=2[C:27]([F:30])([F:29])[F:28])(=[O:8])[C:2]1[CH:3]=[CH:4][CH:5]=[CH:6][CH:7]=1. Reported procedure: The title compound was prepared from 3-[3-benzoyl-8-(trifluoromethyl)quinolin-4-yl]benzaldehyde and 4-aminomethyl-benzoic acid ethyl ester according to the procedure of Example 66. MS m/z 541; MS m/z 539.